From a dataset of the Open Reaction Database (ORD), a public repository of structured organic reaction records. describe an organic reaction: reactants, conditions, products, and yield The reactants are mixture, OC(C(=O)C1=CC=CC=C1)OC1CCOCC1 (2-hydroxy-4-tetrahydropyranyloxyacetophenone), O1C(CCCC1)OC1=CC=C(C=O)C=C1 (4-tetrahydropyranyloxybenzaldehyde). Run in CO (methanol). Yields the product C(C)(=O)C1=CC=CC=C1 (acetophenone). Reaction SMILES: O[CH:2](OC1CCOCC1)[C:3]([C:5]1[CH:10]=[CH:9][CH:8]=[CH:7][CH:6]=1)=[O:4].O1CCCCC1OC1C=CC(C=O)=CC=1>CO>[C:3]([C:5]1[CH:10]=[CH:9][CH:8]=[CH:7][CH:6]=1)(=[O:4])[CH3:2]. Reported procedure: In 210 ml of methanol were dissolved 71.424 g of the mixture of 2-hydroxy-4-tetrahydropyranyloxyacetophenone and 4-tetrahydropyranyloxybenzaldehyde obtained in (1) above and 44.168 g (140 mmol) of barium hydroxide octahydrate, and the solution was agitated at 40° C. for 9 hours. After cooling, 210 ml of methylene chloride was added and then under ice cooling, hydrochloric acid was added slowly and dropwise at a temperature of from 0° to 5° C. to adjust the water layer to pH 6 to 7. Product: NCCCCCCCc1ccccc1. Starting materials: CCO, O=C1c2ccccc2C(=O)N1CCCCCCCc1ccccc1. Reaction SMILES: [CH3:25][CH2:26][OH:27].[c:1]1([CH2:7][CH2:8][CH2:9][CH2:10][CH2:11][CH2:12][CH2:13][N:14]2[C:15](=[O:16])[c:17]3[c:18]([cH:19][cH:20][cH:21][cH:22]3)[C:23]2=[O:24])[cH:2][cH:3][cH:4][cH:5][cH:6]1>>[c:1]1([CH2:7][CH2:8][CH2:9][CH2:10][CH2:11][CH2:12][CH2:13][NH2:14])[cH:2][cH:3][cH:4][cH:5][cH:6]1. Reactants: CO, N#Cc1cccc(Nc2nc(Cl)ccc2[N+](=O)[O-])c1, ClCCl. RXN SMILES: [CH3:23][OH:24].[Cl:1][c:2]1[cH:3][cH:4][c:5]([N+:17]([O-:18])=[O:19])[c:6]([NH:8][c:9]2[cH:10][c:11]([C:12]#[N:13])[cH:14][cH:15][cH:16]2)[n:7]1.[Cl:20][CH2:21][Cl:22]>>[Cl:1][c:2]1[cH:3][cH:4][c:5]([NH2:17])[c:6]([NH:8][c:9]2[cH:10][c:11]([C:12]#[N:13])[cH:14][cH:15][cH:16]2)[n:7]1. The product is N#Cc1cccc(Nc2nc(Cl)ccc2N)c1. The reactants are NC=1C=C(C=CC1)C1=NC=2C(=NC=C(C2)NC(C2=C(C=CC=C2)Cl)=O)N1 (N-[2-(3-Amino-phenyl)-3H-imidazo[4,5-b]pyridine-6-yl]-2-chloro-benzamide), C(C)(=O)Cl (acetyl chloride). Solvent: N1=CC=CC=C1 (pyridine). Yields the product C(C)(=O)NC=1C=C(C=CC1)C1=NC=2C(=NC=C(C2)NC(C2=C(C=CC=C2)Cl)=O)N1 (N-[2-(3-Acetylamino-phenyl)-3H-imidazo[4,5-b]pyridine-6-yl]-2-chloro-benzamide). RXN SMILES: [NH2:1][C:2]1[CH:3]=[C:4]([C:8]2[NH:26][C:11]3=[N:12][CH:13]=[C:14]([NH:16][C:17](=[O:25])[C:18]4[CH:23]=[CH:22][CH:21]=[CH:20][C:19]=4[Cl:24])[CH:15]=[C:10]3[N:9]=2)[CH:5]=[CH:6][CH:7]=1.[C:27](Cl)(=[O:29])[CH3:28]>N1C=CC=CC=1>[C:27]([NH:1][C:2]1[CH:3]=[C:4]([C:8]2[NH:26][C:11]3=[N:12][CH:13]=[C:14]([NH:16][C:17](=[O:25])[C:18]4[CH:23]=[CH:22][CH:21]=[CH:20][C:19]=4[Cl:24])[CH:15]=[C:10]3[N:9]=2)[CH:5]=[CH:6][CH:7]=1)(=[O:29])[CH3:28]. Procedure details: 10 mg of the product from example 10-1 were dissolved in 1 ml dry pyridine and 6 μl acetyl chloride were added at room temperature. After stirring over night, the solvent was evaporated and the residue dissolved in 3 ml methanol. 1 ml conc. ammonia were added and the mixture stirred for 1 hr at room temperature. The solvents were again evaporated and the residue purified by chromatography on C-18 RP silica in water methanol mixtures. Yield 7.3 mg The reactants are NC(N)=NC=1SC=C(N1)C1=NC(=CC=C1)CNC(CC)=O (2-(diaminomethyleneamino)-4-(6-propionylaminomethylpyridin-2-yl)thiazole), Cl (hydrochloride). The solvent is C(C)O (ethanol), C(C)O (ethanol). The product is Cl.Cl.Cl.NCC1=CC=CC(=N1)C=1N=C(SC1)N=C(N)N (4-(6-aminomethylpyridin-2-yl)-2-(diaminomethyleneamino)thiazole trihydrochloride). As a reaction SMILES: [NH2:1][C:2](=[N:4][C:5]1[S:6][CH:7]=[C:8]([C:10]2[CH:15]=[CH:14][CH:13]=[C:12]([CH2:16][NH:17]C(=O)CC)[N:11]=2)[N:9]=1)[NH2:3].[ClH:22]>C(O)C>[ClH:22].[ClH:22].[ClH:22].[NH2:17][CH2:16][C:12]1[N:11]=[C:10]([C:8]2[N:9]=[C:5]([N:4]=[C:2]([NH2:3])[NH2:1])[S:6][CH:7]=2)[CH:15]=[CH:14][CH:13]=1 |f:3.4.5.6|. Reported procedure: A mixture of 2-(diaminomethyleneamino)-4-(6-propionylaminomethylpyridin-2-yl)thiazole (49.0 g) and conc. hydrochloride acid (134 ml) in ethanol (500 ml) was heated under reflux for 7 hours and after the mixture was cooled to ambient temperature. To the mixture was added ethanol (500 ml) with stirring and the isolated precipitate was collected by filtration to give 4-(6-aminomethylpyridin-2-yl)-2-(diaminomethyleneamino)thiazole trihydrochloride (52.36 g). The reactants are Brc1cccnc1, C1CCOC1, [Li]CCCC, CC(C)(C)OC(=O)N1CCC(C=O)CC1. Yields the product CC(C)(C)OC(=O)N1CCC(C(O)c2cccnc2)CC1. Reaction SMILES: [Br:1][c:2]1[cH:3][n:4][cH:5][cH:6][cH:7]1.[CH2:28]1[O:29][CH2:30][CH2:31][CH2:32]1.[CH2:8]([Li:9])[CH2:10][CH2:11][CH3:12].[CH:13](=[O:14])[CH:15]1[CH2:16][CH2:17][N:18]([C:21](=[O:22])[O:23][C:24]([CH3:25])([CH3:26])[CH3:27])[CH2:19][CH2:20]1>>[c:2]1([CH:13]([OH:14])[CH:15]2[CH2:16][CH2:17][N:18]([C:21](=[O:22])[O:23][C:24]([CH3:25])([CH3:26])[CH3:27])[CH2:19][CH2:20]2)[cH:3][n:4][cH:5][cH:6][cH:7]1. Reactants: C1CCOC1, CC1CNCCN1C(=O)OCc1ccccc1, Nc1cccc(C=O)c1F. Yields the product CC1CN(Cc2cccc(N)c2F)CCN1C(=O)OCc1ccccc1. RXN SMILES: [CH2:28]1[O:29][CH2:30][CH2:31][CH2:32]1.[CH3:1][CH:2]1[N:3]([C:8](=[O:9])[O:10][CH2:11][c:12]2[cH:13][cH:14][cH:15][cH:16][cH:17]2)[CH2:4][CH2:5][NH:6][CH2:7]1.[NH2:18][c:19]1[c:20]([F:27])[c:21]([CH:22]=[O:23])[cH:24][cH:25][cH:26]1>>[CH3:1][CH:2]1[N:3]([C:8](=[O:9])[O:10][CH2:11][c:12]2[cH:13][cH:14][cH:15][cH:16][cH:17]2)[CH2:4][CH2:5][N:6]([CH2:22][c:21]2[c:20]([F:27])[c:19]([NH2:18])[cH:26][cH:25][cH:24]2)[CH2:7]1. Reactants: O (water), FC1=CC=C(C=C1)[N+](=O)[O-] (1-fluoro-4-nitrobenzene), N1CCC(CC1)C(=O)OC (methyl piperidine-4-carboxylate), C(=O)([O-])[O-].[K+].[K+] (K2CO3). The solvent is C(C)#N (ACN). Yields the product [N+](=O)([O-])C1=CC=C(C=C1)N1CCC(CC1)C(=O)OC (methyl 1-(4-nitrophenyl)piperidine-4-carboxylate). The yield is 58.6%. As a reaction SMILES: F[C:2]1[CH:7]=[CH:6][C:5]([N+:8]([O-:10])=[O:9])=[CH:4][CH:3]=1.[NH:11]1[CH2:16][CH2:15][CH:14]([C:17]([O:19][CH3:20])=[O:18])[CH2:13][CH2:12]1.C([O-])([O-])=O.[K+].[K+].O>C(#N)C>[N+:8]([C:5]1[CH:6]=[CH:7][C:2]([N:11]2[CH2:16][CH2:15][CH:14]([C:17]([O:19][CH3:20])=[O:18])[CH2:13][CH2:12]2)=[CH:3][CH:4]=1)([O-:10])=[O:9] |f:2.3.4|. Procedure details: A solution of 1-fluoro-4-nitrobenzene (3.5 g, 24.81 mmol), methyl piperidine-4-carboxylate (4.26 g, 29.77 mmol) and K2CO3 in 40 mL of ACN, was stirred at reflux overnight. The mixture was added to 150 mL of water, extracted with EA, dried over Na2SO4. The volatiles were removed in vacuo, and the residue was purified by chromatography with PE/EA (10:1˜2:1) to give 3.84 g of methyl 1-(4-nitrophenyl)piperidine-4-carboxylate. Reactants: CCn1c(=O)c(-c2ccc(Br)cc2Cl)cc2cnc(Nc3ccc(N4CCN(C)CC4)cc3)nc21, Cc1ccccc1, CCCC[Sn](CCCC)(CCCC)c1ncc(C)s1, c1ccc(P(c2ccccc2)(c2ccccc2)[Pd](P(c2ccccc2)(c2ccccc2)c2ccccc2)(P(c2ccccc2)(c2ccccc2)c2ccccc2)P(c2ccccc2)(c2ccccc2)c2ccccc2)cc1. The product is CCn1c(=O)c(-c2ccc(-c3ncc(C)s3)cc2Cl)cc2cnc(Nc3ccc(N4CCN(C)CC4)cc3)nc21. RXN SMILES: [Br:1][c:2]1[cH:3][c:4]([Cl:35])[c:5](-[c:8]2[cH:9][c:10]3[c:11]([n:12][c:13]([NH:16][c:17]4[cH:18][cH:19][c:20]([N:23]5[CH2:24][CH2:25][N:26]([CH3:29])[CH2:27][CH2:28]5)[cH:21][cH:22]4)[n:14][cH:15]3)[n:30]([CH2:33][CH3:34])[c:31]2=[O:32])[cH:6][cH:7]1.[CH3:132][c:133]1[cH:134][cH:135][cH:136][cH:137][cH:138]1.[CH3:36][c:37]1[cH:38][n:39][c:40]([Sn:42]([CH2:43][CH2:44][CH2:45][CH3:46])([CH2:47][CH2:48][CH2:49][CH3:50])[CH2:51][CH2:52][CH2:53][CH3:54])[s:41]1.[cH:55]1[cH:56][cH:57][c:58]([P:59]([Pd:60]([P:61]([c:62]2[cH:63][cH:64][cH:65][cH:66][cH:67]2)([c:68]2[cH:69][cH:70][cH:71][cH:72][cH:73]2)[c:74]2[cH:75][cH:76][cH:77][cH:78][cH:79]2)([P:80]([c:81]2[cH:82][cH:83][cH:84][cH:85][cH:86]2)([c:87]2[cH:88][cH:89][cH:90][cH:91][cH:92]2)[c:93]2[cH:94][cH:95][cH:96][cH:97][cH:98]2)[P:99]([c:100]2[cH:101][cH:102][cH:103][cH:104][cH:105]2)([c:106]2[cH:107][cH:108][cH:109][cH:110][cH:111]2)[c:112]2[cH:113][cH:114][cH:115][cH:116][cH:117]2)([c:118]2[cH:119][cH:120][cH:121][cH:122][cH:123]2)[c:124]2[cH:125][cH:126][cH:127][cH:128][cH:129]2)[cH:130][cH:131]1>>[c:2]1(-[c:40]2[n:39][cH:38][c:37]([CH3:36])[s:41]2)[cH:3][c:4]([Cl:35])[c:5](-[c:8]2[cH:9][c:10]3[c:11]([n:12][c:13]([NH:16][c:17]4[cH:18][cH:19][c:20]([N:23]5[CH2:24][CH2:25][N:26]([CH3:29])[CH2:27][CH2:28]5)[cH:21][cH:22]4)[n:14][cH:15]3)[n:30]([CH2:33][CH3:34])[c:31]2=[O:32])[cH:6][cH:7]1. Starting materials: COC=1C=C2C3(CCC(C=C3CCC2=CC1)=O)CC#N (6-Methoxy-2,3,4,4a,9,10-hexahydro-2-oxo-phenanthrene-4a-acetonitrile), C1=CC=CC=C1 (benzene), C(CO)O (ethylene glycol), C1(=CC=C(C=C1)S(=O)(=O)O)C (p-toluenesulphonic acid). Solvent: O (water), ClCCl (Dichloromethane). The product is C1OC2(CC3=CCC4=CC=C(C=C4C3(CC2)CC#N)OC)OC1 (2,2-Ethylenedioxy-1,2,3,4,4a,9-hexahydro-6-methoxy-4a-phenanthrene acetonitrile), needles. Isolated yield 80.0%. RXN SMILES: [CH3:1][O:2][C:3]1[CH:4]=[C:5]2[C:14](=[CH:15][CH:16]=1)[CH2:13][CH2:12][C:11]1[C:6]2([CH2:18][C:19]#[N:20])[CH2:7][CH2:8][C:9](=[O:17])[CH:10]=1.C1C=CC=CC=1.[CH2:27](O)[CH2:28][OH:29].C1(C)C=CC(S(O)(=O)=O)=CC=1>ClCCl.O>[CH2:27]1[CH2:28][O:29][C:9]2([CH2:8][CH2:7][C:6]3([CH2:18][C:19]#[N:20])[C:11](=[CH:12][CH2:13][C:14]4[C:5]3=[CH:4][C:3]([O:2][CH3:1])=[CH:16][CH:15]=4)[CH2:10]2)[O:17]1. Procedure details: A mixture of the crude enone III, benzene (2.5 l), ethylene glycol (150 ml) and p-toluenesulphonic acid (4.0 g) was refluxed with water separation (Dean-Stark trap) for 17 hrs. cooled and evaporatd at reduced pressure to approximately 500 ml. Dichloromethane (2.5 l) was added; the mixture worked up, the organic solution was evaporated to approximately 700 ml and diluted with ether (1.5l). The ketal IV was obtained in two crops as colorless needles (249 g, 80%); m.p. 174°-175° C.